Task: describe an organic reaction: reactants, conditions, products, and yield. Dataset: the Open Reaction Database (ORD), a public repository of structured organic reaction records The reactants are OC1=CC=C(C(=O)C=2OC3=C(C2C2=CC=CC=C2)C=CC=C3)C=C1 (2-(4-hydroxybenzoyl)-3-phenylbenzofuran), BrCCCBr (1,3-dibromopropane). Product: BrCCCOC1=CC=C(C(=O)C=2OC3=C(C2C2=CC=CC=C2)C=CC=C3)C=C1 (2-[4-(3-bromopropoxy)benzoyl]-3-phenylbenzofuran). Reaction SMILES: [OH:1][C:2]1[CH:24]=[CH:23][C:5]([C:6]([C:8]2[O:9][C:10]3[CH:22]=[CH:21][CH:20]=[CH:19][C:11]=3[C:12]=2[C:13]2[CH:18]=[CH:17][CH:16]=[CH:15][CH:14]=2)=[O:7])=[CH:4][CH:3]=1.[Br:25][CH2:26][CH2:27][CH2:28]Br>>[Br:25][CH2:26][CH2:27][CH2:28][O:1][C:2]1[CH:3]=[CH:4][C:5]([C:6]([C:8]2[O:9][C:10]3[CH:22]=[CH:21][CH:20]=[CH:19][C:11]=3[C:12]=2[C:13]2[CH:18]=[CH:17][CH:16]=[CH:15][CH:14]=2)=[O:7])=[CH:23][CH:24]=1. Procedure: Reaction of 2-(4-hydroxybenzoyl)-3-phenylbenzofuran with 1,3-dibromopropane according to the procedure of Example 4 gives 2-[4-(3-bromopropoxy)benzoyl]-3-phenylbenzofuran.